Dataset: the Open Reaction Database (ORD), a public repository of structured organic reaction records. Task: describe an organic reaction: reactants, conditions, products, and yield Starting materials: O.NN (hydrazine hydrate), P(OCC)(OCC)[O-] (diethyl phosphite), alcohol. Run in O (water). Run at time 2 hour. Product: C(C)OP([O-])[O-].[NH3+]N.[NH3+]N (hydrazinium ethyl-phosphite). As a reaction SMILES: O.[NH2:2][NH2:3].[P:4]([O-:11])([O:8]CC)[O:5][CH2:6][CH3:7]>O>[CH2:6]([O:5][P:4]([O-:11])[O-:8])[CH3:7].[NH3+:2][NH2:3].[NH3+:2][NH2:3] |f:0.1,4.5.6|. Reported procedure: 0.2 mol of hydrazine hydrate is run, whilst stirring, into 0.2 mol of diethyl phosphite. During the addition, the mixture is heterogeneous and its temperature rises to 70° C. Ten minutes after the end of the addition, the mixture becomes homogeneous. The mixture is stirred for two hours, and the alcohol and water are then driven off in vacuo at 80° C. A clear oil remains. Starting materials: C(C)(=O)OC(C)=O (acetic anhydride), C1(=CC=C(C=C1)S(=O)(=O)O)C (p-toluenesulfonic acid), C(C)(=O)N(C=1NC(C=2NC=NC2N1)=O)C(C)=O (Diacetylguanine), O1COCC1 (dioxolane). Run in C1(=CC=CC=C1)C (toluene). Product: OCCOCN1C=2N=C(NC(C2N=C1)=O)N (9-(2-hydroxyethoxymethyl)guanine). Yield: 21.6%. As a reaction SMILES: C(OC(=O)C)(=O)C.C1(C)C=CC(S(O)(=O)=O)=CC=1.[O:19]1[CH2:23][CH2:22][O:21][CH2:20]1.C([N:27](C(=O)C)[C:28]1[NH:29][C:30](=[O:37])[C:31]2[NH:32][CH:33]=[N:34][C:35]=2[N:36]=1)(=O)C>C1(C)C=CC=CC=1>[OH:19][CH2:23][CH2:22][O:21][CH2:20][N:34]1[CH:33]=[N:32][C:31]2[C:30](=[O:37])[NH:29][C:28]([NH2:27])=[N:36][C:35]1=2. Procedure details: To a mixture of acetic anhydride (1.2 ml) and p-toluenesulfonic acid (0.09 g) was added with stirring dioxolane (1.02 g) - caution, exothermic. The solution was allowed to cool for several minutes. Diacetylguanine (1.45 g) and dry toluene (9 ml) were added and the reaction mixture was stirred at reflux for 18 hr. and then allowed to cool to room temperature. The toluene was decanted off and the residue triturated several times with benzene. Methanol (10 ml) was added to the residue and evaporate... Starting materials: CC(=O)O, CCO, [Fe], Cc1nc2ccc(C(=O)NS(=O)(=O)c3ccccc3)nc2n1Cc1ccc([N+](=O)[O-])cc1Cl. Product: Cc1nc2ccc(C(=O)NS(=O)(=O)c3ccccc3)nc2n1Cc1ccc(N)cc1Cl. As a reaction SMILES: [CH3:34][C:35](=[O:36])[OH:37].[CH3:38][CH2:39][OH:40].[Fe:41].[c:1]1([S:7](=[O:8])(=[O:9])[NH:10][C:11](=[O:12])[c:13]2[cH:14][cH:15][c:16]3[c:17]([n:18]2)[n:19]([CH2:23][c:24]2[c:25]([Cl:33])[cH:26][c:27]([N+:30]([O-:31])=[O:32])[cH:28][cH:29]2)[c:20]([CH3:22])[n:21]3)[cH:2][cH:3][cH:4][cH:5][cH:6]1>>[c:1]1([S:7](=[O:8])(=[O:9])[NH:10][C:11](=[O:12])[c:13]2[cH:14][cH:15][c:16]3[c:17]([n:18]2)[n:19]([CH2:23][c:24]2[c:25]([Cl:33])[cH:26][c:27]([NH2:30])[cH:28][cH:29]2)[c:20]([CH3:22])[n:21]3)[cH:2][cH:3][cH:4][cH:5][cH:6]1. Procedure details: Similar good results are obtainable when 2,5-dianilinoterephthalic acid is replaced by 2,5-di-p-toluidinoterephthalic acid or 2,5-di(4-chloroanilino)terephthalic acid. Product: N(C1=CC=CC=C1)C1=CC=2C(C3=CC=CC=C3NC2C=C1)=O (2-Anilinoacridone). Reaction SMILES: [NH:1]([C:8]1[CH:16]=[C:15]([C:17](O)=[O:18])[C:14]([NH:20][C:21]2[CH:26]=[CH:25][CH:24]=[CH:23][CH:22]=2)=[CH:13][C:9]=1C(O)=O)[C:2]1[CH:7]=[CH:6][CH:5]=[CH:4][CH:3]=1.C1(C)C=CC(NC2C=C(C(O)=O)C(NC3C=CC(C)=CC=3)=CC=2C(O)=O)=CC=1.ClC1C=CC(NC2C=C(C(O)=O)C(NC3C=CC(Cl)=CC=3)=CC=2C(O)=O)=CC=1>>[NH:1]([C:8]1[CH:9]=[CH:13][C:14]2[NH:20][C:21]3[C:22](=[CH:23][CH:24]=[CH:25][CH:26]=3)[C:17](=[O:18])[C:15]=2[CH:16]=1)[C:2]1[CH:7]=[CH:6][CH:5]=[CH:4][CH:3]=1. The reactants are N(C1=CC=CC=C1)C1=C(C(=O)O)C=C(C(=C1)C(=O)O)NC1=CC=CC=C1 (2,5-dianilinoterephthalic acid), C1(=CC=C(C=C1)NC1=C(C(=O)O)C=C(C(=C1)C(=O)O)NC1=CC=C(C=C1)C)C (2,5-di-p-toluidinoterephthalic acid), ClC1=CC=C(NC2=C(C(=O)O)C=C(C(=C2)C(=O)O)NC2=CC=C(C=C2)Cl)C=C1 (2,5-di(4-chloroanilino)terephthalic acid). Reactants: [Na].CCOC(=O)[C@H](CCC=1C=CC=CC1)N[C@@H](C)C(=O)N2CCC[C@H]2C(=O)O (sodium enalapril), [I-].[Na+] (sodium iodide). The product is [Na].CCOC(=O)[C@H](CCC=1C=CC=CC1)N[C@@H](C)C(=O)N2CCC[C@H]2C(=O)O.[I-].[Na+] (sodium enalapril sodium iodide). As a reaction SMILES: [Na:1].[CH3:2][CH2:3][O:4][C:5]([C@@H:7]([NH:16][C@H:17]([C:19]([N:21]1[C@H:25]([C:26]([OH:28])=[O:27])[CH2:24][CH2:23][CH2:22]1)=[O:20])[CH3:18])[CH2:8][CH2:9][C:10]1[CH:11]=[CH:12][CH:13]=[CH:14][CH:15]=1)=[O:6].[I-:29].[Na+:30]>>[Na:1].[CH3:2][CH2:3][O:4][C:5]([C@@H:7]([NH:16][C@H:17]([C:19]([N:21]1[C@H:25]([C:26]([OH:28])=[O:27])[CH2:24][CH2:23][CH2:22]1)=[O:20])[CH3:18])[CH2:8][CH2:9][C:10]1[CH:15]=[CH:14][CH:13]=[CH:12][CH:11]=1)=[O:6].[I-:29].[Na+:30] |f:0.1,2.3,4.5.6.7,^1:0,30|. Procedure: The process of claim 1 wherein manufacturing the essentially pure sodium enalapril-sodium iodide complex is made by reacting crude sodium enalapril with sodium iodide to yield a sodium enalapril-sodium iodide solid. Reactants: CC(C)(C)OC(=O)Nc1nc(-c2ccco2)c(C=O)s1, CC(=O)O[BH-](OC(C)=O)OC(C)=O, C1COCCN1, ClCCCl, [Na+], O. Product: CC(C)(C)OC(=O)Nc1nc(-c2ccco2)c(CN2CCOCC2)s1. As a reaction SMILES: [C:1]([CH3:2])([CH3:3])([CH3:4])[O:5][C:6](=[O:7])[NH:8][c:9]1[s:10][c:11]([CH:19]=[O:20])[c:12](-[c:14]2[o:15][cH:16][cH:17][cH:18]2)[n:13]1.[C:27]([O:28][BH-:29]([O:30][C:31](=[O:32])[CH3:33])[O:34][C:35](=[O:36])[CH3:37])(=[O:38])[CH3:39].[CH2:21]1[CH2:22][O:23][CH2:24][CH2:25][NH:26]1.[Cl:42][CH2:43][CH2:44][Cl:45].[Na+:40].[OH2:41]>>[C:1]([CH3:2])([CH3:3])([CH3:4])[O:5][C:6](=[O:7])[NH:8][c:9]1[s:10][c:11]([CH2:19][N:26]2[CH2:21][CH2:22][O:23][CH2:24][CH2:25]2)[c:12](-[c:14]2[o:15][cH:16][cH:17][cH:18]2)[n:13]1. Starting materials: C1=CC=CC=C1 (benzene), [Cl-].[Cl-].[Cl-].[Al+3] (aluminum trichloride), three, ice, C(\C(\C)=C\C)(=O)Cl (Tigloyl Chloride). Run in Cl (HCl). Conditions: temperature 7 celsius. The product is CC1C(C2=CC=CC=C2C1C)=O (2,3-dimethyl-1-indanone). Yield: 91.8%. Reaction SMILES: [CH:1]1[CH:6]=[CH:5][CH:4]=[CH:3][CH:2]=1.[Cl-].[Cl-].[Cl-].[Al+3].[C:11](Cl)(=[O:16])/[C:12](=[CH:14]/[CH3:15])/[CH3:13]>Cl>[CH3:13][CH:12]1[CH:14]([CH3:15])[C:6]2[C:1](=[CH:2][CH:3]=[CH:4][CH:5]=2)[C:11]1=[O:16] |f:1.2.3.4|. Procedure details: Under an argon atmosphere benzene (335 ml, 3.74 mol) and aluminum trichloride (90.78 g, 0.68 mol) were introduced into a 1 liter three necked round bottomed flask fitted with a magnetic stirring apparatus, an addition funnel and a reflux condenser. The stirred orange mixture was cooled to 7° C. and tigloyl chloride (33) (40 g, 0.34 mol) was added dropwise via an addition funnel. After completion of the addition, the mixture was allowed to come to room temperature and then refluxed overnight. The...